From a dataset of the Open Reaction Database (ORD), a public repository of structured organic reaction records. describe an organic reaction: reactants, conditions, products, and yield Reactants: C12C(CC(C=C1)C2)CNS(=O)(=O)C(F)(F)F (N-(bicyclo(2.2.1)hept-5-ene-2-ylmethyl)1,1,1-trifluoro methanesulfonamide), C1(\C=C/C(=O)O1)=O (Maleic anhydride), 2,2′-azabisisobutyronitrile(AIBN). Solvent: O1CCCC1 (tetrahydrofuran). The product is C12C(CC(C=C1)C2)CNS(=O)(=O)C(F)(F)F.C1(\C=C/C(=O)O1)=O (N-(bicyclo(2.2.1)hept-5-ene-2-ylmethyl)-1,1,1-trifluoro methanesulfonamide Maleic Anhydride). Reaction SMILES: [CH:1]12[CH2:7][CH:4]([CH:5]=[CH:6]1)[CH2:3][CH:2]2[CH2:8][NH:9][S:10]([C:13]([F:16])([F:15])[F:14])(=[O:12])=[O:11].[C:17]1(=[O:23])[O:22][C:20](=[O:21])[CH:19]=[CH:18]1>O1CCCC1>[CH:1]12[CH2:7][CH:4]([CH:5]=[CH:6]1)[CH2:3][CH:2]2[CH2:8][NH:9][S:10]([C:13]([F:16])([F:14])[F:15])(=[O:12])=[O:11].[C:20]1(=[O:21])[O:22][C:17](=[O:23])[CH:18]=[CH:19]1 |f:3.4|. Procedure details: The N-(bicyclo(2.2.1)hept-5-ene-2-ylmethyl)1,1,1-trifluoro methanesulfonamide (7.5 g, 30 mmol), Maleic anhydride(2.90 g, 30 mmol), 2,2′-azabisisobutyronitrile(AIBN) (0.40 g, 2.4 mmol) and 30 gr. of dry tetrahydrofuran were placed in a round bottom flask equipped with a water condenser and a firestone valve. The solution was evacuated and purged with nitrogen (4 times) with the aid of the firestone valve. The solution was heated to reflux for 18 hrs. The polymer solution was cooled, diluted with ...